From a dataset of the Open Reaction Database (ORD), a public repository of structured organic reaction records. describe an organic reaction: reactants, conditions, products, and yield Reactants: CCOC(C)=O, CO, COC(=O)CC(NC(=O)c1cccc([N+](=O)[O-])c1)c1ccc(OC)c(OC)c1. Product: COC(=O)CC(NC(=O)c1cccc(N)c1)c1ccc(OC)c(OC)c1. RXN SMILES: [CH3:29][CH2:30][O:31][C:32](=[O:33])[CH3:34].[CH3:35][OH:36].[N+:1]([O-:2])(=[O:3])[c:4]1[cH:5][c:6]([C:7](=[O:8])[NH:9][CH:10]([CH2:11][C:12](=[O:13])[O:14][CH3:15])[c:16]2[cH:17][c:18]([O:24][CH3:25])[c:19]([O:22][CH3:23])[cH:20][cH:21]2)[cH:26][cH:27][cH:28]1>>[NH2:1][c:4]1[cH:5][c:6]([C:7](=[O:8])[NH:9][CH:10]([CH2:11][C:12](=[O:13])[O:14][CH3:15])[c:16]2[cH:17][c:18]([O:24][CH3:25])[c:19]([O:22][CH3:23])[cH:20][cH:21]2)[cH:26][cH:27][cH:28]1. Starting materials: Cl (hydrochloric acid), CC1=C(N=C(O1)C1=CC=CC=C1)COC1=CC=C(C(=O)OC)C=C1 (methyl 4-[(5-methyl-2-phenyl-1,3-oxazol-4-yl)methoxy]benzoate), [OH-].[Na+] (sodium hydroxide), O1CCCC1 (tetrahydrofuran). Run in CO (methanol). Reaction conditions: time 2 hour. Yields the product CC1=C(N=C(O1)C1=CC=CC=C1)COC1=CC=C(C(=O)O)C=C1 (4-[(5-methyl-2-phenyl-1,3-oxazol-4-yl)methoxy]benzoic acid). The yield is 90.4%. Reaction SMILES: [CH3:1][C:2]1[O:6][C:5]([C:7]2[CH:12]=[CH:11][CH:10]=[CH:9][CH:8]=2)=[N:4][C:3]=1[CH2:13][O:14][C:15]1[CH:24]=[CH:23][C:18]([C:19]([O:21]C)=[O:20])=[CH:17][CH:16]=1.[OH-].[Na+].O1CCCC1.Cl>CO>[CH3:1][C:2]1[O:6][C:5]([C:7]2[CH:8]=[CH:9][CH:10]=[CH:11][CH:12]=2)=[N:4][C:3]=1[CH2:13][O:14][C:15]1[CH:16]=[CH:17][C:18]([C:19]([OH:21])=[O:20])=[CH:23][CH:24]=1 |f:1.2|. Procedure details: A mixture of methyl 4-[(5-methyl-2-phenyl-1,3-oxazol-4-yl)methoxy]benzoate (2.00 g), 1N aqueous sodium hydroxide solution (18.6 mL), tetrahydrofuran (30 mL) and methanol (20 mL) was stirred at room temperature for 2 hrs, and at 50-60° C. for 1 hr. The reaction mixture was acidified by adding 1N hydrochloric acid and concentrated. The residue was extracted with ethyl acetate. The extract was washed with saturated brine, dried over anhydrous magnesium sulfate and concentrated. The residue was filt...